Task: describe an organic reaction: reactants, conditions, products, and yield. Dataset: the Open Reaction Database (ORD), a public repository of structured organic reaction records The reactants are C(C)(C)N (Isopropylamine), BrCC1=CC=C(C=C1)B1OC(C(O1)(C)C)(C)C (2-[4-(bromomethyl)phenyl]-4,4,5,5-tetramethyl-1,3,2-dioxaborolane). The solvent is COCOC (dimethoxymethane). Run at time 18 hour. The product is CC1(OB(OC1(C)C)C1=CC=C(CNC(C)C)C=C1)C (N-[4-(4,4,5,5-Tetramethyl-1,3,2-dioxaborolan-2-yl)benzyl]propan-2-amine). As a reaction SMILES: [CH:1]([NH2:4])([CH3:3])[CH3:2].Br[CH2:6][C:7]1[CH:12]=[CH:11][C:10]([B:13]2[O:17][C:16]([CH3:19])([CH3:18])[C:15]([CH3:21])([CH3:20])[O:14]2)=[CH:9][CH:8]=1>COCOC>[CH3:18][C:16]1([CH3:19])[C:15]([CH3:20])([CH3:21])[O:14][B:13]([C:10]2[CH:9]=[CH:8][C:7]([CH2:6][NH:4][CH:1]([CH3:3])[CH3:2])=[CH:12][CH:11]=2)[O:17]1. Reported procedure: Isopropylamine (0.5 ml) was added dropwise to a solution of 2-[4-(bromomethyl)phenyl]-4,4,5,5-tetramethyl-1,3,2-dioxaborolane (0.5 g) in dimethoxymethane (10 ml) and the resulting solution was stirred at room temperature for 18 h. The reaction mixture was evaporated under reduced pressure and used immediately. b) 2-[(Aminocarbonyl)amino]-5-{4-[(isopropylamino)methyl]phenyl}thiophene-3-carboxamide A solution of N-[4-(4,4,5,5-tetramethyl-1,3,2-dioxaborolan-2-yl)benzyl]propan-2-amine (0.46 g), 2-[(...